Dataset: the Open Reaction Database (ORD), a public repository of structured organic reaction records. Task: describe an organic reaction: reactants, conditions, products, and yield Reactants: C(C)OC(CC12C(NC(N1C1=CC(=CC(=C1)Cl)Cl)=O)(CCCC2)CC2=CC=C(C=C2)C#N)=O ([7a-(4-Cyano-benzyl)-3-(3,5-Dichlorophenyl)-2-oxo-2,3,5,6,7,7a-hexahydro-benzimidazol-3a-yl]-acetic acid ethyl ester), [Li+].[OH-] (LiOH), Cl (HCl). The solvent is CO.O (MeOH H2O). Run at time 4 day. Product: C(#N)C1=CC=C(CC23NC(N(C2(CCCC3)CC(=O)O)C3=CC(=CC(=C3)Cl)Cl)=O)C=C1 ([7a-(4-Cyano-benzyl)-3-(3,5-Dichlorophenyl)-2-oxo-2,3,5,6,7,7a-hexahydro-benzimidazol-3a-yl]-acetic acid). Yield: 12.2%. As a reaction SMILES: C([O:3][C:4](=[O:33])[CH2:5][C:6]12[CH2:23][CH2:22][CH2:21][CH2:20][C:7]1([CH2:24][C:25]1[CH:30]=[CH:29][C:28]([C:31]#[N:32])=[CH:27][CH:26]=1)[NH:8][C:9](=[O:19])[N:10]2[C:11]1[CH:16]=[C:15]([Cl:17])[CH:14]=[C:13]([Cl:18])[CH:12]=1)C.[Li+].[OH-].Cl>CO.O>[C:31]([C:28]1[CH:29]=[CH:30][C:25]([CH2:24][C:7]23[CH2:20][CH2:21][CH2:22][CH2:23][C:6]2([CH2:5][C:4]([OH:33])=[O:3])[N:10]([C:11]2[CH:12]=[C:13]([Cl:18])[CH:14]=[C:15]([Cl:17])[CH:16]=2)[C:9](=[O:19])[NH:8]3)=[CH:26][CH:27]=1)#[N:32] |f:1.2,4.5|. Procedure: [7a-(4-Cyano-benzyl)-3-(3,5-Dichlorophenyl)-2-oxo-2,3,5,6,7,7a-hexahydro-benzimidazol-3a-yl]-acetic acid ethyl ester (34 mg) (0.07 mmol) and LiOH (3.0 mg) (1.1 eq) in a 1:1 mixture of MeOH/H2O (4 ml) (5 ml) were stirred 4 days. The reaction mixture was acidified with an aqueous solution of HCl 1N, then concentrated. The residue was purified on HPLC to give [7a-(4-Cyano-benzyl)-3-(3,5-Dichlorophenyl)-2-oxo-2,3,5,6,7,7a-hexahydro-benzimidazol-3a-yl]-acetic acid (3.9 mg) as a white solid. 1H NMR (C... The reactants are FC1=C(C(=CC=C1[N+](=O)[O-])F)C (2,6-difluoro-3-nitrotoluene). Reagents/catalysts: [Pd] (Pd-C). The solvent is C(C)(=O)O (acetic acid). Yields the product FC1=C(N)C=CC(=C1C)F (2,4-difluoro-3-methylaniline). The yield is 69.9%. As a reaction SMILES: [F:1][C:2]1[C:7]([N+:8]([O-])=O)=[CH:6][CH:5]=[C:4]([F:11])[C:3]=1[CH3:12]>[Pd].C(O)(=O)C>[F:1][C:2]1[C:3]([CH3:12])=[C:4]([F:11])[CH:5]=[CH:6][C:7]=1[NH2:8]. Procedure details: To acetic acid (1.2 l) are added 5% Pd-C (24 g) and 2,6-difluoro-3-nitrotoluene (238.7 g) and the mixture is subjected to catalytic reduction at room temperature under 4.5 atoms. The 5% Pd-C is filtered off and the acetic acid is distilled off under reduced pressure. The residue is poured into ice-water, neutralized, extracted with dichloromethane, and the extract is washed with water and dried. The solvent is distilled off under reduced pressure and the residue is distilled under reduced pressu... Procedure: 5 ml of a 4N solution of hydrogen chloride in dioxane were added to a solution of 1.65 g of (S)-1-t-butoxycarbonyl-2-{2-[2-(3-methoxyphenyl)ethyl]phenoxymethyl}pyrrolidine [prepared as described in step (a) above] in 5 ml of dioxane, and the resulting mixture was allowed to stand at room temperature for 2.5 hours. At the end of this time, the reaction mixture was concentrated by evaporation under reduced pressure, and the resulting oily residue was purified by column chromatography through silic... RXN SMILES: Cl.C(OC([N:9]1[CH2:13][CH2:12][CH2:11][C@H:10]1[CH2:14][O:15][C:16]1[CH:21]=[CH:20][CH:19]=[CH:18][C:17]=1[CH2:22][CH2:23][C:24]1[CH:29]=[CH:28][CH:27]=[C:26]([O:30][CH3:31])[CH:25]=1)=O)(C)(C)C>O1CCOCC1>[CH3:31][O:30][C:26]1[CH:25]=[C:24]([CH2:23][CH2:22][C:17]2[CH:18]=[CH:19][CH:20]=[CH:21][C:16]=2[O:15][CH2:14][C@@H:10]2[CH2:11][CH2:12][CH2:13][NH:9]2)[CH:29]=[CH:28][CH:27]=1. Yields the product COC=1C=C(C=CC1)CCC1=C(OC[C@H]2NCCC2)C=CC=C1 ((S)-2-{2-[2-(3-Methoxyphenyl)ethyl]phenoxymethyl}pyrrolidine). Starting materials: solution, Cl (hydrogen chloride), C(C)(C)(C)OC(=O)N1[C@@H](CCC1)COC1=C(C=CC=C1)CCC1=CC(=CC=C1)OC ((S)-1-t-butoxycarbonyl-2-{2-[2-(3-methoxyphenyl)ethyl]phenoxymethyl}pyrrolidine). Isolated yield 72.9%. Conditions: time 2.5 hour. Solvent: O1CCOCC1 (dioxane), O1CCOCC1 (dioxane). Starting materials: C(C(CO)(CO)N)O (trisamine), C(C)N(C(CCC1=CC=C(C=C1)O)=O)CCC1=NC=CC=C1 (N-Ethyl-3-(4-hydroxyphenyl)-N-(2-pyridin-2-ylethyl)propanamide), BrCC1=C(C(=O)OC)C=CC=C1 (methyl 2-(bromomethyl)benzoate), C([O-])([O-])=O.[K+].[K+] (potassium carbonate). Run in C(C)#N (acetonitrile). Run at temperature 60 celsius, time 3 hour. The product is C(C)N(C(CCC1=CC=C(OCC2=C(C(=O)OC)C=CC=C2)C=C1)=O)CCC1=NC=CC=C1 (methyl 2-[(4-{3-[ethyl(2-pyridin-2-ylethyl)amino]-3-oxopropyl}phenoxy)methyl]benzoate). Yield: 25.8%. Reaction SMILES: [CH2:1]([N:3]([CH2:15][CH2:16][C:17]1[CH:22]=[CH:21][CH:20]=[CH:19][N:18]=1)[C:4](=[O:14])[CH2:5][CH2:6][C:7]1[CH:12]=[CH:11][C:10]([OH:13])=[CH:9][CH:8]=1)[CH3:2].Br[CH2:24][C:25]1[CH:34]=[CH:33][CH:32]=[CH:31][C:26]=1[C:27]([O:29][CH3:30])=[O:28].C(=O)([O-])[O-].[K+].[K+].C(O)C(N)(CO)CO>C(#N)C>[CH2:1]([N:3]([CH2:15][CH2:16][C:17]1[CH:22]=[CH:21][CH:20]=[CH:19][N:18]=1)[C:4](=[O:14])[CH2:5][CH2:6][C:7]1[CH:12]=[CH:11][C:10]([O:13][CH2:24][C:25]2[CH:34]=[CH:33][CH:32]=[CH:31][C:26]=2[C:27]([O:29][CH3:30])=[O:28])=[CH:9][CH:8]=1)[CH3:2] |f:2.3.4|. Reported procedure: N-Ethyl-3-(4-hydroxyphenyl)-N-(2-pyridin-2-ylethyl)propanamide (0.35 g, 1.17 mmol) and methyl 2-(bromomethyl)benzoate (0.30 g, 1.29 mmol) were dissolved in acetonitrile (5 ml) and potassium carbonate (324 mg, 2.34 mmol) was added. The mixture was stirred at 60° C. for three hours. Polymer supported trisamine (0.3 eqv) was added and stirred overnight. The polymer was filtered off, solvent was removed by evaporation, EtOAc (10 ml) was added and the organic phase was washed with three portions of w... The reactants are NC1=C(C=NN1C(CCCC1=CC=CC=C1)C(C)O)C(=O)N (5-amino-1-[1-(1-hydroxy-ethyl)-4-phenyl-butyl]-1H-pyrazole-4-carboxamide), COC1=CC=C(C=C1)CC(=O)Cl (4-methoxyphenylacetyl chloride). The product is OC(C)C(CCCC1=CC=CC=C1)N1N=CC2=C1N=C(NC2=O)CC2=CC=C(C=C2)OC (1-[1-(1-Hydroxy-ethyl)-4-phenyl-butyl]-6-(4-methoxy-benzyl)-1,5-dihydro-pyrazolo-[3,4-d]pyrimidin-4-one). RXN SMILES: [NH2:1][C:2]1[N:6]([CH:7]([CH:17]([OH:19])[CH3:18])[CH2:8][CH2:9][CH2:10][C:11]2[CH:16]=[CH:15][CH:14]=[CH:13][CH:12]=2)[N:5]=[CH:4][C:3]=1[C:20]([NH2:22])=[O:21].[CH3:23][O:24][C:25]1[CH:30]=[CH:29][C:28]([CH2:31][C:32](Cl)=O)=[CH:27][CH:26]=1>>[OH:19][CH:17]([CH:7]([N:6]1[C:2]2[N:1]=[C:32]([CH2:31][C:28]3[CH:29]=[CH:30][C:25]([O:24][CH3:23])=[CH:26][CH:27]=3)[NH:22][C:20](=[O:21])[C:3]=2[CH:4]=[N:5]1)[CH2:8][CH2:9][CH2:10][C:11]1[CH:12]=[CH:13][CH:14]=[CH:15][CH:16]=1)[CH3:18]. Reported procedure: Starting from 1 g (3.31 mmol) of 5-amino-1-[1-(1-hydroxy-ethyl)-4-phenyl-butyl]-1H-pyrazole-4-carboxamide and 1.52 g (8.26 mmol) of 4-methoxyphenylacetyl chloride, the title compounds are prepared analogously to the protocol of Example 13. This gives 240 mg (17%) of the diastereomer which elutes more rapidly, M.p.: 41° C., and 134 mg (9%) of the diastereomer which elutes more slowly, M.p.: 48° C. Starting materials: C(=O)NC=1C(OC)=CC=CC1 (N-formyl o-anisidine), solution, [H-].[H-].[H-].[H-].[Li+].[Al+3] (LAH). The solvent is C1CCOC1 (THF), C1CCOC1 (THF). Run at temperature 0 celsius, time 1 hour. The product is CNC=1C(OC)=CC=CC1 (N-methyl o-Anisidine). Yield: 73.5%. RXN SMILES: [CH:1]([NH:3][C:4]1[C:5](=[CH:8][CH:9]=[CH:10][CH:11]=1)[O:6][CH3:7])=O.[H-].[H-].[H-].[H-].[Li+].[Al+3]>C1COCC1>[CH3:1][NH:3][C:4]1[C:5](=[CH:8][CH:9]=[CH:10][CH:11]=1)[O:6][CH3:7] |f:1.2.3.4.5.6|. Reported procedure: To a cold solution of 9.0 g of N-formyl o-anisidine in 50 mL of THF was added 66 mL of a 1M solution of LAH in THF dropwise at 0° C. After complete addition the reaction mixture was stirred at 0° C. for one h. The reaction was then quenched with ethyl acetate, then with a saturated solution of NH4Cl. The mixture was extracted with ether, the combined extracts were dried over magnesium sulfate, and the solvent was removed to give 6.0 g of product. 1H NMR (300 MHz, CDCl3) δ 2.85 (s, 3H), 3.83 (s, ...